From a dataset of the Open Reaction Database (ORD), a public repository of structured organic reaction records. describe an organic reaction: reactants, conditions, products, and yield Starting materials: CC1CNCC(C)N1, Cc1c(C(=O)O)c[nH]c1C=O. The product is Cc1c(C(=O)N2CC(C)NC(C)C2)c[nH]c1C=O. Reaction SMILES: [CH3:12][CH:13]1[NH:14][CH:15]([CH3:19])[CH2:16][NH:17][CH2:18]1.[CH:1](=[O:2])[c:3]1[c:4]([CH3:11])[c:5]([C:8](=[O:9])[OH:10])[cH:6][nH:7]1>>[CH:1](=[O:2])[c:3]1[c:4]([CH3:11])[c:5]([C:8](=[O:10])[N:17]2[CH2:16][CH:15]([CH3:19])[NH:14][CH:13]([CH3:12])[CH2:18]2)[cH:6][nH:7]1. Starting materials: C1CCOC1, C[S+](C)(C)=O, CC(C)(C)[O-], COCCOC, [I-], [Na+], CC(C)(C)OC(=O)N1CCC(=O)CC1. The product is CC(C)(C)OC(=O)N1CCC2(CC1)CO2. Reaction SMILES: [CH2:27]1[O:28][CH2:29][CH2:30][CH2:31]1.[CH3:16][S+:17]([CH3:18])([CH3:19])=[O:20].[CH3:21][C:22]([CH3:23])([O-:24])[CH3:25].[CH3:32][O:33][CH2:34][CH2:35][O:36][CH3:37].[I-:15].[Na+:26].[O:1]=[C:2]1[CH2:3][CH2:4][N:5]([C:8](=[O:9])[O:10][C:11]([CH3:12])([CH3:13])[CH3:14])[CH2:6][CH2:7]1>>[O:1]1[C:2]2([CH2:3][CH2:4][N:5]([C:8](=[O:9])[O:10][C:11]([CH3:12])([CH3:13])[CH3:14])[CH2:6][CH2:7]2)[CH2:16]1. The reactants are FC=1C(=C(C(=O)NOCCO)C=C(C1F)CN1OCCC1=O)NC1=C(C=C(C=C1)I)F (3,4-Difluoro-2-(2-fluoro-4-iodo-phenylamino)-N-(2-hydroxy-ethoxy)-5-(3-oxo-isoxazolidin-2-ylmethyl)-benzamide), [F-].C(CCC)[N+](CCCC)(CCCC)CCCC (tetrabutylammonium fluoride), 3,3′,3″-phosphinidine-tris(benzenesulfonic acid) trisodium salt, C(C)(C)N(C(C)C)CC (N,N-diisopropylethylamine), C[Si](C)(C)C#C (trimethylsilylacetylene). Reagents/catalysts: CC#N.CC#N.Cl[Pd]Cl (bis(acetonitrile)dichloropalladium), [Cu](I)I (copper iodide). Run in C(Cl)Cl (methylene chloride), CO (methanol). Conditions: time 1 hour. Product: C(#C)C1=CC(=C(C=C1)NC1=C(C(=O)NOCCO)C=C(C(=C1F)F)CN1OCCC1=O)F (2-(4-ethynyl-2-fluoro-phenylamino)-3,4-difluoro-N-(2-hydroxy-ethoxy)-5-(3-oxo-isoxazolidin-2-ylmethyl)-benzamide). Yield: 36.9%. As a reaction SMILES: [F:1][C:2]1[C:3]([NH:23][C:24]2[CH:29]=[CH:28][C:27](I)=[CH:26][C:25]=2[F:31])=[C:4]([CH:12]=[C:13]([CH2:16][N:17]2[C:21](=[O:22])[CH2:20][CH2:19][O:18]2)[C:14]=1[F:15])[C:5]([NH:7][O:8][CH2:9][CH2:10][OH:11])=[O:6].[CH:32](N(CC)C(C)C)(C)[CH3:33].C[Si](C#C)(C)C.[F-].C([N+](CCCC)(CCCC)CCCC)CCC>CO.C(Cl)Cl.CC#N.CC#N.Cl[Pd]Cl.[Cu](I)I>[C:32]([C:27]1[CH:28]=[CH:29][C:24]([NH:23][C:3]2[C:2]([F:1])=[C:14]([F:15])[C:13]([CH2:16][N:17]3[C:21](=[O:22])[CH2:20][CH2:19][O:18]3)=[CH:12][C:4]=2[C:5]([NH:7][O:8][CH2:9][CH2:10][OH:11])=[O:6])=[C:25]([F:31])[CH:26]=1)#[CH:33] |f:3.4,7.8.9|. Reported procedure: 3,4-Difluoro-2-(2-fluoro-4-iodo-phenylamino)-N-(2-hydroxy-ethoxy)-5-(3-oxo-isoxazolidin-2-ylmethyl)-benzamide (36.9 mg, 66.9 μmol) obtained in Example 37, bis(acetonitrile)dichloropalladium (II) (3.5 mg, 13.5 μmol), 3,3′,3″-phosphinidine-tris(benzenesulfonic acid) trisodium salt (19.0 mg, 33.4 μmol), and copper iodide (I) (2.6 mg, 13.6 μmol) were suspended in methanol (2.5 ml) under a nitrogen atmosphere. To this suspension, N,N-diisopropylethylamine (14.0 μl, 80.4 μmol) and trimethylsilylacetyl... Reactants: C=C, Cc1ccccc1, F. The product is CCc1ccc(C)cc1. Reaction SMILES: [CH2:1]=[CH2:2].[CH3:4][c:5]1[cH:6][cH:7][cH:8][cH:9][cH:10]1.[F:3]>>[CH2:1]([CH3:2])[c:8]1[cH:7][cH:6][c:5]([CH3:4])[cH:10][cH:9]1. The reactants are C(=O)([O-])[O-].[Na+].[Na+] (Na2CO3), ClC1=C(C(=O)NS(=O)(=O)C2=CC=C(C=C2)I)C=CC(=C1)Cl (N-(2,4-dichlorobenzoyl)-4-iodo-phenylsulfonamide), S1C=C(C=C1)B(O)O (3-thiopheneboronic acid). Reagents/catalysts: [Pd].C1(=CC=CC=C1)P(C1=CC=CC=C1)C1=CC=CC=C1.C1(=CC=CC=C1)P(C1=CC=CC=C1)C1=CC=CC=C1.C1(=CC=CC=C1)P(C1=CC=CC=C1)C1=CC=CC=C1.C1(=CC=CC=C1)P(C1=CC=CC=C1)C1=CC=CC=C1 (tetrakis-(triphenylphosphine) palladium (0)). The solvent is C1(=CC=CC=C1)C.C(C)O (toluene ethanol). Reaction conditions: temperature 100 celsius. Product: ClC1=C(C(=O)NS(=O)(=O)C2=CC=C(C=C2)C2=CSC=C2)C=CC(=C1)Cl (N-[2,4-dichlorobenzoyl]-4-(thien-3-yl)-phenylsulfonamide). As a reaction SMILES: [Cl:1][C:2]1[CH:20]=[C:19]([Cl:21])[CH:18]=[CH:17][C:3]=1[C:4]([NH:6][S:7]([C:10]1[CH:15]=[CH:14][C:13](I)=[CH:12][CH:11]=1)(=[O:9])=[O:8])=[O:5].[S:22]1[CH:26]=[CH:25][C:24](B(O)O)=[CH:23]1.C([O-])([O-])=O.[Na+].[Na+]>C1(C)C=CC=CC=1.C(O)C.[Pd].C1(P(C2C=CC=CC=2)C2C=CC=CC=2)C=CC=CC=1.C1(P(C2C=CC=CC=2)C2C=CC=CC=2)C=CC=CC=1.C1(P(C2C=CC=CC=2)C2C=CC=CC=2)C=CC=CC=1.C1(P(C2C=CC=CC=2)C2C=CC=CC=2)C=CC=CC=1>[Cl:1][C:2]1[CH:20]=[C:19]([Cl:21])[CH:18]=[CH:17][C:3]=1[C:4]([NH:6][S:7]([C:10]1[CH:15]=[CH:14][C:13]([C:24]2[CH:25]=[CH:26][S:22][CH:23]=2)=[CH:12][CH:11]=1)(=[O:9])=[O:8])=[O:5] |f:2.3.4,5.6,7.8.9.10.11|. Procedure: To a solution of N-(2,4-dichlorobenzoyl)-4-iodo-phenylsulfonamide (0.10 mmol) in toluene/ethanol 20/1 (3 mL) is added 3-thiopheneboronic acid (0.18 mmol, 0.18 mL, 1.0M solution in DMF) and tetrakis-(triphenylphosphine) palladium (0) (10 mol %). Then 2M aqueous Na2CO3 is added (0.3 mL) and the stirred mixture is heated to 100° C. overnight (17 hr)(Buchi Syncore system). The reaction mixture is concentrated (Genevac apparatus), then water is added (2.5 mL) and ethyl acetate (5 mL). The phases are ... RXN SMILES: [OH:1][CH2:2][C:3]#[C:4][CH2:5][CH2:6][CH2:7][C:8]#[C:9][CH2:10][CH2:11][CH2:12][CH2:13][C:14]1[CH:23]=[C:22]([O:24]C)[C:21]2[C:16](=[CH:17][CH:18]=[CH:19][CH:20]=2)[C:15]=1[OH:26]>C(#N)C.O.C(#N)C.O>[OH:1][CH2:2][C:3]#[C:4][CH2:5][CH2:6][CH2:7][C:8]#[C:9][CH2:10][CH2:11][CH2:12][CH2:13][C:14]1[C:15](=[O:26])[C:16]2[C:21]([C:22](=[O:24])[CH:23]=1)=[CH:20][CH:19]=[CH:18][CH:17]=2 |f:3.4|. Procedure: 2-(12-Hydroxydodeca-5,10-diynyl)-1-hydroxy-4-methoxynaphthalene (80 mg) is dissolved in 1 ml of acetonitrile and 0.75 ml of water. This mixture is cooled in an ice bath and the addition of ceric ammonium nitrate (0.377 g) in 2 ml of 50% acetonitrile/water is carried out over 10 minutes. Stirring is continued an additional 30 minutes (after only 5 minutes a yellow precipitate forms). The above contents are poured into a separatory funnel and additional water is added. The mixture is extracted thr... Yield: 98.1%. Starting materials: OCC#CCCCC#CCCCCC1=C(C2=CC=CC=C2C(=C1)OC)O (2-(12-Hydroxydodeca-5,10-diynyl)-1-hydroxy-4-methoxynaphthalene), ceric ammonium nitrate. The solvent is C(C)#N (acetonitrile), C(C)#N.O (acetonitrile water), O (water), O (water). Conditions: time 10 minute. Yields the product OCC#CCCCC#CCCCCC=1C(C2=CC=CC=C2C(C1)=O)=O (2-(12-Hydroxydodeca-5,10-diynyl)-1,4-naphthoquinone). Reactants: C1CCOC1, COC(=O)c1cccc(NS(=O)(=O)C(C)C)c1-c1ccc(-c2sccc2NS(=O)(=O)C(C)C)cc1, CO, [Li+], [OH-], O, O. The product is CC(C)S(=O)(=O)Nc1ccsc1-c1ccc(-c2c(NS(=O)(=O)C(C)C)cccc2C(=O)O)cc1. Reaction SMILES: [CH2:38]1[O:39][CH2:40][CH2:41][CH2:42]1.[CH3:1][O:2][C:3](=[O:4])[c:5]1[c:6](-[c:18]2[cH:19][cH:20][c:21](-[c:24]3[s:25][cH:26][cH:27][c:28]3[NH:29][S:30](=[O:31])(=[O:32])[CH:33]([CH3:34])[CH3:35])[cH:22][cH:23]2)[c:7]([NH:11][S:12](=[O:13])(=[O:14])[CH:15]([CH3:16])[CH3:17])[cH:8][cH:9][cH:10]1.[CH3:43][OH:44].[Li+:37].[OH-:36].[OH2:45].[OH2:46]>>[O:2]=[C:3]([OH:4])[c:5]1[c:6](-[c:18]2[cH:19][cH:20][c:21](-[c:24]3[s:25][cH:26][cH:27][c:28]3[NH:29][S:30](=[O:31])(=[O:32])[CH:33]([CH3:34])[CH3:35])[cH:22][cH:23]2)[c:7]([NH:11][S:12](=[O:13])(=[O:14])[CH:15]([CH3:16])[CH3:17])[cH:8][cH:9][cH:10]1.